This data is from the Open Reaction Database (ORD), a public repository of structured organic reaction records. The task is: describe an organic reaction: reactants, conditions, products, and yield Reactants: CC(=O)O, CC=O, CC(C)c1ccc(C(N)=O)cc1, O=S(=O)(O)O, c1ccsc1. Yields the product CC(C)c1ccc(C(=O)NC(C)c2cccs2)cc1. As a reaction SMILES: [C:26]([OH:27])(=[O:28])[CH3:29].[CH:6]([CH3:7])=[O:8].[CH:9]([CH3:10])([CH3:11])[c:12]1[cH:13][cH:14][c:15]([C:16](=[O:17])[NH2:18])[cH:19][cH:20]1.[S:21](=[O:22])(=[O:23])([OH:24])[OH:25].[cH:1]1[cH:2][cH:3][s:4][cH:5]1>>[cH:1]1[cH:2][c:3]([CH:6]([CH3:7])[NH:18][C:16]([c:15]2[cH:14][cH:13][c:12]([CH:9]([CH3:10])[CH3:11])[cH:20][cH:19]2)=[O:17])[s:4][cH:5]1.